Dataset: the Open Reaction Database (ORD), a public repository of structured organic reaction records. Task: describe an organic reaction: reactants, conditions, products, and yield The reactants are C1(CCCCC1)N=C=NC1CCCCC1 (1,3-dicyclohexylcarbodiimide), C1(=CC=CC=C1)N(C(NC1=C(OCOC)C(=CC(=C1)OC)C(C)(C)C)=O)CCCC(=O)O ({2-[3-phenyl-3-(3-carboxypropyl)ureido]-4-methoxy-6-tert-butyl-phenoxy}methoxymethane), ON1C(CCC1=O)=O (N-hydroxysuccinimide), C(C)NCC (diethylamine). Solvent: C(C)(=O)OCC (Ethyl acetate), O1CCCC1 (tetrahydrofuran), CN(C=O)C (DMF), C(C)N(CC)CC (tri-ethylamine), CN(C=O)C (dimethylformamide). Reaction conditions: time 5 hour. Product: C1(=CC=CC=C1)N(C(NC1=C(OCOC)C(=CC(=C1)OC)C(C)(C)C)=O)CCCC(=O)N(CC)CC ({2-[3-phenyl-3-(3-diethylaminocarbonylpropyl)ureido]-4-methoxy-6-tert-butylphenoxy}methoxymethane). The yield is 70.3%. RXN SMILES: C1(N=C=NC2CCCCC2)CCCCC1.[C:16]1([N:22]([CH2:42][CH2:43][CH2:44][C:45]([OH:47])=O)[C:23](=[O:41])[NH:24][C:25]2[CH:34]=[C:33]([O:35][CH3:36])[CH:32]=[C:31]([C:37]([CH3:40])([CH3:39])[CH3:38])[C:26]=2[O:27][CH2:28][O:29][CH3:30])[CH:21]=[CH:20][CH:19]=[CH:18][CH:17]=1.O[N:49]1[C:53](=O)[CH2:52][CH2:51][C:50]1=O.C(NCC)C>C(OCC)(=O)C.CN(C)C=O.C(N(CC)CC)C.O1CCCC1>[C:16]1([N:22]([CH2:42][CH2:43][CH2:44][C:45]([N:49]([CH2:53][CH3:52])[CH2:50][CH3:51])=[O:47])[C:23](=[O:41])[NH:24][C:25]2[CH:34]=[C:33]([O:35][CH3:36])[CH:32]=[C:31]([C:37]([CH3:39])([CH3:40])[CH3:38])[C:26]=2[O:27][CH2:28][O:29][CH3:30])[CH:21]=[CH:20][CH:19]=[CH:18][CH:17]=1. Procedure: Under ice-cooling, 2.5 g of 1,3-dicyclohexylcarbodiimide (DCC) was added to a mixture of 5.0 g of {2-[3-phenyl-3-(3-carboxypropyl)ureido]-4-methoxy-6-tert-butyl-phenoxy}methoxymethane, 1.4 g of N-hydroxysuccinimide (HOSu) and 50 ml of tetrahydrofuran (THF). The mixture was stirred at room temperature for 5 hours. Insoluble materials were filtered off and the filtrate was condensed. Under ice-cooling, a mixed solution of 1.2 ml of diethylamine and 10 ml of dimethylformamide (DMF) was added dropwi... The reactants are ClC=1C(=C(C=CC1)[C@H]1[C@@H](N[C@H]([C@]1(C#N)C1=C(C=C(C=C1)Cl)F)CC(C)(C)C)C(=O)NC1=C(C=C(C(=O)O)C=C1)OC)F (4-((2R,3S,4R,5S)-3-(3-chloro-2-fluorophenyl)-4-(4-chloro-2-fluorophenyl)-4-cyano-5-neopentylpyrrolidine-2-carboxamido)-3-methoxybenzoic acid), COCCOCCOCCOCCOCCO (2,5,8,11,14-pentaoxahexadecan-16-ol). The product is Cl.COCCOCCOCCOCCOCCOC(C1=CC(=C(C=C1)NC(=O)[C@@H]1N[C@H]([C@]([C@H]1C1=C(C(=CC=C1)Cl)F)(C#N)C1=C(C=C(C=C1)Cl)F)CC(C)(C)C)OC)=O (4-{[(2R,3S,4R,5S)-4-(4-chloro-2-fluoro-phenyl)-3-(3-chloro-2-fluoro-phenyl)-4-cyano-5-(2,2-dimethyl-propyl)-pyrrolidine-2-carbonyl]-amino}-3-methoxy-benzoic acid 2-(2-{2-[2-(2-methoxy-ethoxy)-ethoxy]-ethoxy}-ethoxy)-ethyl ester, hydrochloride). Reaction SMILES: [Cl:1][C:2]1[C:3]([F:42])=[C:4]([C@@H:8]2[C@:12]([C:15]3[CH:20]=[CH:19][C:18]([Cl:21])=[CH:17][C:16]=3[F:22])([C:13]#[N:14])[C@H:11]([CH2:23][C:24]([CH3:27])([CH3:26])[CH3:25])[NH:10][C@H:9]2[C:28]([NH:30][C:31]2[CH:39]=[CH:38][C:34]([C:35]([OH:37])=[O:36])=[CH:33][C:32]=2[O:40][CH3:41])=[O:29])[CH:5]=[CH:6][CH:7]=1.[CH3:43][O:44][CH2:45][CH2:46][O:47][CH2:48][CH2:49][O:50][CH2:51][CH2:52][O:53][CH2:54][CH2:55][O:56][CH2:57][CH2:58]O>>[ClH:1].[CH3:43][O:44][CH2:45][CH2:46][O:47][CH2:48][CH2:49][O:50][CH2:51][CH2:52][O:53][CH2:54][CH2:55][O:56][CH2:57][CH2:58][O:36][C:35](=[O:37])[C:34]1[CH:38]=[CH:39][C:31]([NH:30][C:28]([C@H:9]2[C@H:8]([C:4]3[CH:5]=[CH:6][CH:7]=[C:2]([Cl:1])[C:3]=3[F:42])[C@:12]([C:15]3[CH:20]=[CH:19][C:18]([Cl:21])=[CH:17][C:16]=3[F:22])([C:13]#[N:14])[C@H:11]([CH2:23][C:24]([CH3:26])([CH3:27])[CH3:25])[NH:10]2)=[O:29])=[C:32]([O:40][CH3:41])[CH:33]=1 |f:2.3|. Procedure: In a manner similar to the method described in Example 14, 4-((2R,3S,4R,5S)-3-(3-chloro-2-fluorophenyl)-4-(4-chloro-2-fluorophenyl)-4-cyano-5-neopentylpyrrolidine-2-carboxamido)-3-methoxybenzoic acid (prepared as described in US20100152190A1) was reacted with 2,5,8,11,14-pentaoxahexadecan-16-ol to give 4-{[(2R,3S,4R,5S)-4-(4-chloro-2-fluoro-phenyl)-3-(3-chloro-2-fluoro-phenyl)-4-cyano-5-(2,2-dimethyl-propyl)-pyrrolidine-2-carbonyl]-amino}-3-methoxy-benzoic acid 2-(2-{2-[2-(2-methoxy-ethoxy)-etho... The reactants are O (Water), Cl.NO (hydroxylamine hydrochloride), COC=1C=C2C=C(N(C2=CC1)CC1=CC=CC(=N1)C#N)C1=CC=CC=C1 (6-(5-methoxy-2-phenylindol-1-ylmethyl)pyridine-2-carbonitrile), C(O)([O-])=O.[Na+] (sodium hydrogen carbonate). Run in CS(=O)C (dimethylsulfoxide). Run at temperature 50 celsius, time 1 hour. The product is COC=1C=C2C=C(N(C2=CC1)CC1=CC=CC(=N1)C(N)=NO)C1=CC=CC=C1 (6-(5-Methoxy-2-phenylindol-1-ylmethyl)pyridine-2-carboxamidoxime). The yield is 99.1%. RXN SMILES: Cl.[NH2:2][OH:3].C(=O)([O-])O.[Na+].[CH3:9][O:10][C:11]1[CH:12]=[C:13]2[C:17](=[CH:18][CH:19]=1)[N:16]([CH2:20][C:21]1[N:26]=[C:25]([C:27]#[N:28])[CH:24]=[CH:23][CH:22]=1)[C:15]([C:29]1[CH:34]=[CH:33][CH:32]=[CH:31][CH:30]=1)=[CH:14]2.O>CS(C)=O>[CH3:9][O:10][C:11]1[CH:12]=[C:13]2[C:17](=[CH:18][CH:19]=1)[N:16]([CH2:20][C:21]1[N:26]=[C:25]([C:27](=[N:2][OH:3])[NH2:28])[CH:24]=[CH:23][CH:22]=1)[C:15]([C:29]1[CH:34]=[CH:33][CH:32]=[CH:31][CH:30]=1)=[CH:14]2 |f:0.1,2.3|. Procedure details: To a suspension of hydroxylamine hydrochloride (233 mg) in dimethylsulfoxide (1.7 mL) was added sodium hydrogen carbonate (338 mg), and this mixture was stirred at 50° C. for 1 hour. Subsequently, 6-(5-methoxy-2-phenylindol-1-ylmethyl)pyridine-2-carbonitrile (114 mg) was added thereto, followed by stirring at 80° C. overnight. Water was added to the reaction mixture, followed by extraction with ethyl acetate. The organic layer was washed with water and saturated brine, dried over anhydrous magne... Reactants: O=C([O-])O, Cc1ccc(-c2cccc3c2c(=O)c(CO)nn3Cc2ccccc2)c(C)c1, ClCCl, [Na+]. The product is Cc1ccc(-c2cccc3c2c(=O)c(C=O)nn3Cc2ccccc2)c(C)c1. RXN SMILES: [C:32](=[O:33])([OH:34])[O-:35].[CH2:1]([c:2]1[cH:3][cH:4][cH:5][cH:6][cH:7]1)[n:8]1[n:9][c:10]([CH2:27][OH:28])[c:11](=[O:26])[c:12]2[c:13](-[c:18]3[c:19]([CH3:25])[cH:20][c:21]([CH3:24])[cH:22][cH:23]3)[cH:14][cH:15][cH:16][c:17]12.[Cl:29][CH2:30][Cl:31].[Na+:36]>>[CH2:1]([c:2]1[cH:3][cH:4][cH:5][cH:6][cH:7]1)[n:8]1[n:9][c:10]([CH:27]=[O:28])[c:11](=[O:26])[c:12]2[c:13](-[c:18]3[c:19]([CH3:25])[cH:20][c:21]([CH3:24])[cH:22][cH:23]3)[cH:14][cH:15][cH:16][c:17]12.